Dataset: the Open Reaction Database (ORD), a public repository of structured organic reaction records. Task: describe an organic reaction: reactants, conditions, products, and yield Reactants: Cl (hydrochloric acid), C(Cl)Cl (methylenedichloride), C(C)OC=1C=C(C=CC1OCC)C (3,4-diethoxytoluene), C1(CCC(=O)O1)=O (succinic anhydride), [Cl-].[Al+3].[Cl-].[Cl-] (aluminum chloride). The solvent is C(Cl)(Cl)(Cl)Cl (carbon tetrachloride). Run at temperature 25 celsius, time 1 hour. Product: CCCOC=1C(=CC=C(C(=O)CCC(=O)O)C1)OCC (3-(2'-methyl-4',5'-diethoxybenzoyl)-propionic acid). RXN SMILES: [CH2:1]([O:3][C:4]1[CH:5]=[C:6](C)[CH:7]=[CH:8][C:9]=1[O:10][CH2:11][CH3:12])[CH3:2].[C:14]1(=[O:20])[O:19][C:17](=[O:18])[CH2:16][CH2:15]1.[Cl-].[Al+3].[Cl-].[Cl-].Cl.[CH2:26](Cl)Cl>C(Cl)(Cl)(Cl)Cl>[CH3:26][CH2:12][CH2:11][O:10][C:9]1[C:4]([O:3][CH2:1][CH3:2])=[CH:5][CH:6]=[C:7]([CH:8]=1)[C:17]([CH2:16][CH2:15][C:14]([OH:19])=[O:20])=[O:18] |f:2.3.4.5|. Procedure: To the mixture of 9.0 parts by weight of 3,4-diethoxytoluene, 6.0 parts by weight of succinic anhydride and 100 parts by volume of carbon tetrachloride is added 27 parts by weight of anhydrous aluminum chloride. The mixture is stirred for 1 hour at 25°C and mildly refluxed for 2 hours. After cooling, 70 parts by weight of ice and 70 parts by volume of concentrated hydrochloric acid are added to the mixture and thereto is further added methylenedichloride and the whole mixture is shaken. The orga... Reactants: CC=1C=C(C=O)C=C(C1OC1=CC(=C(C=C1)OC)C(C)C)C (3,5-dimethyl-4-(3′-iso-propyl-4′-methoxyphenoxy)benzaldehyde), [BH4-].[Na+] (NaBH4). The solvent is CO (methanol). Conditions: time 5 hour. Yields the product CC=1C=C(CO)C=C(C1OC1=CC(=C(C=C1)OC)C(C)C)C (3,5-dimethyl-4-(3′-iso-propyl-4′-methoxyphenoxy)benzyl alcohol). Isolated yield 83.0%. As a reaction SMILES: [CH3:1][C:2]1[CH:3]=[C:4]([CH:7]=[C:8]([CH3:22])[C:9]=1[O:10][C:11]1[CH:16]=[CH:15][C:14]([O:17][CH3:18])=[C:13]([CH:19]([CH3:21])[CH3:20])[CH:12]=1)[CH:5]=[O:6].[BH4-].[Na+]>CO>[CH3:22][C:8]1[CH:7]=[C:4]([CH:3]=[C:2]([CH3:1])[C:9]=1[O:10][C:11]1[CH:16]=[CH:15][C:14]([O:17][CH3:18])=[C:13]([CH:19]([CH3:20])[CH3:21])[CH:12]=1)[CH2:5][OH:6] |f:1.2|. Procedure: To a stirred solution of 3,5-dimethyl-4-(3′-iso-propyl-4′-methoxyphenoxy)benzaldehyde (4.1 g, 15.2 mmol, Example 28, step a) in methanol (35 mL) at 0° C. was slowly added NaBH4 (1.16 g, 30.5 mmol). The reaction mixture was stirred at room temperature for 5 h and the solvent was removed under reduced pressure. The residue was dissolved in ethyl acetate (150 mL), washed with brine, dried over Na2SO4 and concentrated under reduced pressure. The crude product was purified by column chromatography on...